The task is: describe an organic reaction: reactants, conditions, products, and yield. This data is from the Open Reaction Database (ORD), a public repository of structured organic reaction records. Starting materials: Cl.CO (hydrogen chloride methanol), ICC1(CC=2C(=C(C=3CC(NC3C2C)(C)C)C)O1)C (3,5,6,7-tetrahydro-2-(iodomethyl)-2,4,6,6,8-pentamethyl-2H-furo[2,3-f]indole), C1CNCCC2=C1C=CC=C2 (2,3,4,5-tetrahydro-1H-3-benzazepine), C([O-])([O-])=O.[K+].[K+] (potassium carbonate). Solvent: CN(C(C)=O)C (N,N-dimethylacetamide), O (Water), CO (methanol). Run at temperature 180 celsius, time 3.5 hour. Yields the product Cl.CC1(CC=2C(=C(C=3CC(NC3C2C)(C)C)C)O1)CC1CNC2=C(CC1)C=CC=C2 (3,5,6,7-Tetrahydro-2,4,6,6,8-pentamethyl-2-(1,2,4,5-tetrahydro-3H-benzazepin-3-ylmethyl)-2H-furo[2,3-f]indole hydrochloride). Yield: 45.0%. RXN SMILES: I[CH2:2][C:3]1([CH3:19])[O:18][C:6]2=[C:7]([CH3:17])[C:8]3[CH2:9][C:10]([CH3:16])([CH3:15])[NH:11][C:12]=3[C:13]([CH3:14])=[C:5]2[CH2:4]1.[CH2:20]1[C:26]2[CH:27]=[CH:28][CH:29]=[CH:30][C:25]=2[CH2:24][CH2:23][NH:22][CH2:21]1.C(=O)([O-])[O-].[K+].[K+].[ClH:37].CO>CN(C)C(=O)C.CO.O>[ClH:37].[CH3:19][C:3]1([CH2:2][CH:24]2[CH2:25][CH2:30][C:29]3[CH:28]=[CH:27][CH:26]=[CH:20][C:21]=3[NH:22][CH2:23]2)[O:18][C:6]2=[C:7]([CH3:17])[C:8]3[CH2:9][C:10]([CH3:16])([CH3:15])[NH:11][C:12]=3[C:13]([CH3:14])=[C:5]2[CH2:4]1 |f:2.3.4,5.6,10.11|. Procedure: A suspension of 3,5,6,7-tetrahydro-2-(iodomethyl)-2,4,6,6,8-pentamethyl-2H-furo[2,3-f]indole (520 mg, 1.40 mmol), 2,3,4,5-tetrahydro-1H-3-benzazepine (309 mg, 2.10 mmol) and potassium carbonate (387 mg, 2.80 mmol) in N,N-dimethylacetamide (3 ml) was stirred for 3.5 hours at 180° C. under nitrogen atmosphere. Water was added to the reaction mixture and the mixture was extracted twice with ethyl acetate. The organic layers were combined, washed with water and saturated brine, dried over magnesium ...